From a dataset of the Open Reaction Database (ORD), a public repository of structured organic reaction records. describe an organic reaction: reactants, conditions, products, and yield Starting materials: CC(C)([O-])C.[K+] (potassium-tert-butoxide), COC1=C(C(=O)OC)C=CC(=C1)C(=O)N1CCCC(C2=C1C=CC=C2)=O (Methyl 2-methoxy-4-(2,3,4,5-tetrahydro-5-oxo-1H-1-benzazepin-1-yl)carbonylbenzoate). The reagents and catalysts are [Br-].C[P+](C1=CC=CC=C1)(C1=CC=CC=C1)C1=CC=CC=C1 (methyltriphenylphosphonium bromide). The solvent is CN(C=O)C (N,N-dimethylformamide), C(C)(=O)OCC (ethyl acetate). Reaction conditions: time 30 minute. Product: COC1=C(C(=O)OC)C=CC(=C1)C(=O)N1CCCC(C2=C1C=CC=C2)=C (methyl 2-methoxy-4-(2,3,4,5-tetrahydro-5-methylene-1H-1-benzazepin-1-yl)carbonylbenzoate). The yield is 21.8%. RXN SMILES: [CH3:1]C(C)([O-])C.[K+].[CH3:7][O:8][C:9]1[CH:18]=[C:17]([C:19]([N:21]2[C:27]3[CH:28]=[CH:29][CH:30]=[CH:31][C:26]=3[C:25](=O)[CH2:24][CH2:23][CH2:22]2)=[O:20])[CH:16]=[CH:15][C:10]=1[C:11]([O:13][CH3:14])=[O:12]>[Br-].C[P+](C1C=CC=CC=1)(C1C=CC=CC=1)C1C=CC=CC=1.CN(C)C=O.C(OCC)(=O)C>[CH3:7][O:8][C:9]1[CH:18]=[C:17]([C:19]([N:21]2[C:27]3[CH:28]=[CH:29][CH:30]=[CH:31][C:26]=3[C:25](=[CH2:1])[CH2:24][CH2:23][CH2:22]2)=[O:20])[CH:16]=[CH:15][C:10]=1[C:11]([O:13][CH3:14])=[O:12] |f:0.1,3.4|. Procedure: To a solution of methyltriphenylphosphonium bromide (607 mg) in N,N-dimethylformamide (10 ml) was added potassium-tert-butoxide (191 mg), and the mixture was stirred at room temperature for 30 minutes. Methyl 2-methoxy-4-(2,3,4,5-tetrahydro-5-oxo-1H-1-benzazepin-1-yl)carbonylbenzoate (300 mg) was added to the resulting solution, and the mixture was stirred at room temperature overnight. The mixture was diluted with ethyl acetate and the solution was washed successively with 1N hydrochloric acid,... Starting materials: ON1N=C(C=C1)C1=NC=CC=C1 (1-hydroxy-3-(2-pyridyl)pyrazole), CN(C(=O)Cl)C1=CC=CC=C1 (N-methyl-N-phenylcarbamoyl chloride). Product: N1=C(C=CC=C1)C1=NN(C=C1)OC(N(C1=CC=CC=C1)C)=O (Methyl-phenyl-carbamic acid 3-pyridin-2-yl-pyrazol-1-yl ester). Reaction SMILES: [OH:1][N:2]1[CH:6]=[CH:5][C:4]([C:7]2[CH:12]=[CH:11][CH:10]=[CH:9][N:8]=2)=[N:3]1.[CH3:13][N:14]([C:18]1[CH:23]=[CH:22][CH:21]=[CH:20][CH:19]=1)[C:15](Cl)=[O:16]>>[N:8]1[CH:9]=[CH:10][CH:11]=[CH:12][C:7]=1[C:4]1[CH:5]=[CH:6][N:2]([O:1][C:15](=[O:16])[N:14]([CH3:13])[C:18]2[CH:23]=[CH:22][CH:21]=[CH:20][CH:19]=2)[N:3]=1. Reported procedure: The title compound was prepared from 1-hydroxy-3-(2-pyridyl)pyrazole and N-methyl-N-phenylcarbamoyl chloride applying the general procedure 8. The crude product was purified by flash chromatography (Quad flash 12, EtOAc-heptane) (90%, oil). Starting materials: ClC1=NC=CC=C1O (2-chloro-3-hydroxypyridine), C[O-].[Na+] (sodium methoxide), IC (iodomethane). The solvent is CN(C)C=O (DMF). Run at time 5 minute. Product: ClC1=NC=CC=C1OC (2-Chloro-3-methoxypyridine). The yield is 78.9%. As a reaction SMILES: [Cl:1][C:2]1[C:7]([OH:8])=[CH:6][CH:5]=[CH:4][N:3]=1.[CH3:9][O-].[Na+].IC>CN(C=O)C>[Cl:1][C:2]1[C:7]([O:8][CH3:9])=[CH:6][CH:5]=[CH:4][N:3]=1 |f:1.2|. Reported procedure: To a stirred solution of 2-chloro-3-hydroxypyridine (25.4 g, 196 mmol) in dry DMF (250 mL), at 0° C., was added sodium methoxide (11.5 g, 213 mmol). After 5 min, the reaction mixture was allowed to warm to RT. After 1 hour, the mixture was cooled to 0° C. and iodomethane (24 mL, 386 mmol) was added. The reaction mixture was stirred at 0° C. for 5 minutes, before allowing to warm to RT. After 2 hours, the reaction mixture was concentrated under reduced pressure. The resultant residue was partitio... Reactants: ClCCl, O=[N+]([O-])c1cnc2cccnc2c1O, NCCO, O. As a reaction SMILES: [Cl:20][CH2:21][Cl:22].[N+:1](=[O:2])([O-:3])[c:4]1[cH:5][n:6][c:7]2[cH:8][cH:9][cH:10][n:11][c:12]2[c:13]1[OH:14].[NH2:15][CH2:16][CH2:17][OH:18].[OH2:19]>>[N+:1](=[O:2])([O-:3])[c:4]1[cH:5][n:6][c:7]2[cH:8][cH:9][cH:10][n:11][c:12]2[c:13]1[NH:15][CH2:16][CH2:17][OH:18]. Yields the product O=[N+]([O-])c1cnc2cccnc2c1NCCO. Starting materials: CN(C=CC1=CC(=NC=C1[N+](=O)[O-])NC(C)=O)C (N,N-Dimethyl-2-(2-acetylamino-5-nitropyridin-4-yl)ethenamine), [H][H] (hydrogen). Reagents/catalysts: [Pt]=O (platinum oxide). The solvent is C(C)O (ethanol). Yields the product C(C)(=O)NC=1C=C2C(=CN1)NC=C2 (5-Acetylamino-1H-pyrrolo[2,3-c]pyridine). The yield is 33.3%. RXN SMILES: CN(C)[CH:3]=[CH:4][C:5]1[C:10]([N+:11]([O-])=O)=[CH:9][N:8]=[C:7]([NH:14][C:15](=[O:17])[CH3:16])[CH:6]=1.[H][H]>C(O)C.[Pt]=O>[C:15]([NH:14][C:7]1[CH:6]=[C:5]2[CH:4]=[CH:3][NH:11][C:10]2=[CH:9][N:8]=1)(=[O:17])[CH3:16]. Procedure details: N,N-Dimethyl-2-(2-acetylamino-5-nitropyridin-4-yl)ethenamine (6 g, 24 mmol) was hydrogenated over platinum oxide (0.5 g) in ethanol (120 mL) at 35 psi of hydrogen for 15 min. The catalyst was removed by filtration and the solvent evaporated in vacuo. The residue was chromatographed on silica eluting with a gradient of 5 to 10% MeOH in DCM to afford a purple solid. This was triturated with ether and the precipitate collected by filtration to give the title compound (1.4 g, 33%) as a beige solid. ... Starting materials: I(=O)(=O)(=O)[O-].[Na+] (Sodium periodate), O(C1=CC=CC=C1)CC(CO)O (3-phenoxy-1,2-propanediol). Run in ClCCl (dichloromethane), ClCCl (dichloromethane). Run at time 10 minute. Product: O(C1=CC=CC=C1)CC=O (2-Phenoxyacetaldehyde). Isolated yield 99.9%. RXN SMILES: I([O-])(=O)(=O)=O.[Na+].[O:7]([CH2:14][CH:15]([OH:18])CO)[C:8]1[CH:13]=[CH:12][CH:11]=[CH:10][CH:9]=1>ClCCl>[O:7]([CH2:14][CH:15]=[O:18])[C:8]1[CH:13]=[CH:12][CH:11]=[CH:10][CH:9]=1 |f:0.1|. Reported procedure: Sodium periodate (0.65 M in water, 20 mL) was added to a vigorously stirred suspension of silica gel (20 g) in dichloromethane (160 mL), followed by a solution of 3-phenoxy-1,2-propanediol (1.68 g, 10.0 mmol) in dichloromethane (20 mL). After stirring for 10 min the mixture was filtered and the filtrate was concentrated to give the subtitle compound (1.36 g, 100%).